From a dataset of the Open Reaction Database (ORD), a public repository of structured organic reaction records. describe an organic reaction: reactants, conditions, products, and yield The reactants are O=C(O)c1cccc([N+](=O)[O-])c1Br, Cc1ccccc1, O=S(Cl)Cl. Product: O=C(Cl)c1cccc([N+](=O)[O-])c1Br. RXN SMILES: [Br:1][c:2]1[c:3]([C:4](=[O:5])[OH:6])[cH:7][cH:8][cH:9][c:10]1[N+:11](=[O:12])[O-:13].[CH3:18][c:19]1[cH:20][cH:21][cH:22][cH:23][cH:24]1.[S:14]([Cl:15])([Cl:16])=[O:17]>>[Br:1][c:2]1[c:3]([C:4](=[O:5])[Cl:16])[cH:7][cH:8][cH:9][c:10]1[N+:11](=[O:12])[O-:13]. Starting materials: IC1=C(N=C(N1)C(C)C)C (5-iodo-2-isopropyl-4-methyl-1H-imidazole), O1CCC(CC1)C=O (tetrahydro-2H-pyran-4-carbaldehyde). Product: IC1=C(N=C(N1)C1CCOCC1)C (5-Iodo-4-methyl-2-(tetrahydro-2H-pyran-4-yl)-1H-imidazole). As a reaction SMILES: [I:1][C:2]1[NH:6][C:5]([CH:7]([CH3:9])[CH3:8])=[N:4][C:3]=1[CH3:10].[O:11]1[CH2:16]CC(C=O)C[CH2:12]1>>[I:1][C:2]1[NH:6][C:5]([CH:7]2[CH2:9][CH2:16][O:11][CH2:12][CH2:8]2)=[N:4][C:3]=1[CH3:10]. Procedure details: The title compound was prepared using standard chemical manipulations and procedures similar to those used for the preparation of compound 159.2, except tetrahydro-2H-pyran-4-carbaldehyde was used in place of isobutyraldehyde.